The task is: describe an organic reaction: reactants, conditions, products, and yield. This data is from the Open Reaction Database (ORD), a public repository of structured organic reaction records. Procedure: A solution of Example 9D (25.7 mg, 0.08 mmol) in 4M HCl in dioxane (2 mL) was stirred at room temperature for 1 hour and concentrated to provide the desired product. MS (ESI) m/e 224 (M+H)+; 1H NMR (300 MHz, DMSO-d6) δ 7.29 (m, 2H), 7.18 (m, 3H), 4.11 (d, 1H), 3.69 (m, 1H), 2.57 (m, 2H), 1.73–1.49 (m, 4H). Yields the product N[C@@H]([C@@H](C(=O)O)O)CCCC1=CC=CC=C1 ((2S,3R)-3-amino-2-hydroxy-6-phenylhexanoic acid). Reactants: C(C)(C)(C)OC(=O)N[C@@H]([C@@H](C(=O)O)O)CCCC1=CC=CC=C1 ((2S,3R)-3-[(tert-butoxycarbonyl)amino]-2-hydroxy-6-phenylhexanoic acid). Run in Cl (HCl), O1CCOCC1 (dioxane). Reaction SMILES: C(OC([NH:8][C@H:9]([CH2:15][CH2:16][CH2:17][C:18]1[CH:23]=[CH:22][CH:21]=[CH:20][CH:19]=1)[C@H:10]([OH:14])[C:11]([OH:13])=[O:12])=O)(C)(C)C>Cl.O1CCOCC1>[NH2:8][C@H:9]([CH2:15][CH2:16][CH2:17][C:18]1[CH:19]=[CH:20][CH:21]=[CH:22][CH:23]=1)[C@H:10]([OH:14])[C:11]([OH:13])=[O:12]. The reactants are [Br-], O=C(O)CCCCCCCCCCCCC(=O)O, C1CCOC1, CC(C)=O, C(=NC1CCCCC1)=NC1CCCCC1, [K+], O. The product is O=C1CCCCCCCCCCCCC(=O)O1. Reaction SMILES: [Br-:35].[CH2:1]([CH2:2][CH2:3][CH2:4][CH2:5][CH2:6][CH2:7][CH2:8][CH2:9][CH2:10][CH2:11][CH2:12][C:13](=[O:14])[OH:15])[C:16](=[O:17])[OH:18].[CH2:37]1[O:38][CH2:39][CH2:40][CH2:41]1.[CH3:42][C:43](=[O:44])[CH3:45].[CH:20]1([N:21]=[C:22]=[N:23][CH:24]2[CH2:25][CH2:26][CH2:27][CH2:28][CH2:29]2)[CH2:30][CH2:31][CH2:32][CH2:33][CH2:34]1.[K+:36].[OH2:19]>>[CH2:1]1[CH2:2][CH2:3][CH2:4][CH2:5][CH2:6][CH2:7][CH2:8][CH2:9][CH2:10][CH2:11][CH2:12][C:13](=[O:15])[O:18][C:16]1=[O:17]. Reactants: C(=CC1=CC=CC=C1)C1=CC=NC=C1 (4-styrylpyridine), C(C)OC(CBr)OCC (2,2-diethoxyethyl bromide). Product: [Br-].C(C)OC(C[N+]1=CC=C(C=C1)C=CC1=CC=CC=C1)OCC (N-(2,2-diethoxyethyl)-4-styrylpyridinium bromide). As a reaction SMILES: [CH:1]([C:9]1[CH:14]=[CH:13][N:12]=[CH:11][CH:10]=1)=[CH:2][C:3]1[CH:8]=[CH:7][CH:6]=[CH:5][CH:4]=1.[CH2:15]([O:17][CH:18]([O:21][CH2:22][CH3:23])[CH2:19][Br:20])[CH3:16]>>[Br-:20].[CH2:15]([O:17][CH:18]([O:21][CH2:22][CH3:23])[CH2:19][N+:12]1[CH:11]=[CH:10][C:9]([CH:1]=[CH:2][C:3]2[CH:8]=[CH:7][CH:6]=[CH:5][CH:4]=2)=[CH:14][CH:13]=1)[CH3:16] |f:2.3|. Procedure details: By the procedure described in Ex. 8 4-styrylpyridine and 2,2-diethoxyethyl bromide were reacted to obtain N-(2,2-diethoxyethyl)-4-styrylpyridinium bromide. Starting materials: C(C)C(CO)CC (2-ethyl-1-butanol), C(=O)(Cl)Cl (phosgene), ClC(=O)[O-] (chloroformate), light yellow oil. Run in C1=CC=CC=C1 (benzene). Reaction conditions: time 70 minute. Product: ClC(=O)OCC(CC)CC (2-Ethyl-1-butyl chloroformate). RXN SMILES: [CH2:1]([CH:3]([CH2:6][CH3:7])[CH2:4][OH:5])[CH3:2].[C:8](Cl)([Cl:10])=[O:9].ClC([O-])=O>C1C=CC=CC=1>[Cl:10][C:8]([O:5][CH2:4][CH:3]([CH2:6][CH3:7])[CH2:1][CH3:2])=[O:9]. Procedure: 20.4 G. (0.2 moles) of 2-ethyl-1-butanol is added dropwise under anhydrous conditions to 250 ml. (0.4 moles) of 17.2% phosgene solution in benzene with stirring in an ice bath. The addition is complete in 70 minutes and the solution is allowed to gradually warm to room temperature and stirred for 16 hours. The excess phosgene and hydrogen chloride are removed with a stream of nitrogen and the residual solution evaporated to dryness in vacuo affording 17.9 g. (54%) of a light yellow oil which IR ... Reactants: N(=O)[O-].[Na+] (sodium nitrite), N(=O)[O-].[Na+] (sodium nitrite), C([O-])([O-])=O.[Na+].[Na+] (sodium carbonate), N1N=CC2=CC=C(C=C12)N (Indazol-6-amine), F[B-](F)(F)F.[H+] (tetrafluoroboric acid). Solvent: O (water), C(C)(=O)O (acetic acid), O (water). Reaction conditions: temperature 0 celsius, time 10 minute. Yields the product N1N=CC2=CC=C(C=C12)O (Indazol-6-ol). RXN SMILES: [NH:1]1[C:9]2[C:4](=[CH:5][CH:6]=[C:7](N)[CH:8]=2)[CH:3]=[N:2]1.F[B-](F)(F)F.[H+].N([O-])=[O:18].[Na+].C(=O)([O-])[O-].[Na+].[Na+]>O.C(O)(=O)C>[NH:1]1[C:9]2[C:4](=[CH:5][CH:6]=[C:7]([OH:18])[CH:8]=2)[CH:3]=[N:2]1 |f:1.2,3.4,5.6.7|. Procedure: Indazol-6-amine (24.33 g; manufactured by Tokyo Chemical Industry, Co., Ltd.) was dissolved in water (100 mL) and 48% by weight of tetrafluoroboric acid solution (242 mL; manufactured by Sigma-Aldrich Co.). After cooling to 0° C., an aqueous solution of sodium nitrite [20 mL (sodium nitrite (13.87 g; manufactured by Kanto Chemical Co., Inc.) was dissolved in water (20 mL) to give the solution] was added dropwise thereto for 10 minutes, followed by stirring at 0° C. for 30 minutes. The precipitat... The reactants are C(C)(=O)OCOC (methoxymethyl acetate), C(C)(=O)O[C@]1(C(C)=O)CC[C@H]2[C@@H]3CCC4=CC(CC[C@]4(C)[C@H]3CC[C@]12C)=O (17α-acetoxy-4-pregnene-3,20-dione), C(C)(=O)[O-].[Na+] (sodium acetate). Run in C(Cl)(Cl)Cl (chloroform), P(=O)(Cl)(Cl)Cl (phosphorus oxychloride). Run at temperature 70 celsius, time 5 hour. Product: C(C)(=O)O[C@]1(C(C)=O)CC[C@H]2[C@@H]3C=C(C4=CC(CC[C@]4(C)[C@H]3CC[C@]12C)=O)C (17α-acetoxy-6-methyl-4,6-pregnadiene-3,20-dione). Yield: 61.0%. RXN SMILES: [C:1]([O-])(=O)C.[Na+].C(OCOC)(=O)C.[C:13]([O:16][C@:17]1([C@:37]2([CH3:38])[C@H:23]([C@H:24]3[C@H:34]([CH2:35][CH2:36]2)[C@:32]2([CH3:33])[C:27](=[CH:28][C:29](=[O:39])[CH2:30][CH2:31]2)[CH2:26][CH2:25]3)[CH2:22][CH2:21]1)[C:18](=[O:20])[CH3:19])(=[O:15])[CH3:14]>C(Cl)(Cl)Cl.P(Cl)(Cl)(Cl)=O>[C:13]([O:16][C@:17]1([C@:37]2([CH3:38])[C@H:23]([C@H:24]3[C@H:34]([CH2:35][CH2:36]2)[C@:32]2([CH3:33])[C:27](=[CH:28][C:29](=[O:39])[CH2:30][CH2:31]2)[C:26]([CH3:1])=[CH:25]3)[CH2:22][CH2:21]1)[C:18](=[O:20])[CH3:19])(=[O:15])[CH3:14] |f:0.1|. Procedure: A suspension of 0.5 g of sodium acetate in 60 ml of anhydrous chloroform and 2 ml of distilled phosphorus oxychloride is refluxed under agitation for 30 minutes at a bath temperature of 70° C. After adding 15 ml of methoxymethyl acetate and 2.0 g of 17α-acetoxy-4-pregnene-3,20-dione, the reaction solution is further stirred for 5 hours at 70° C. Subsequently such an amount of a saturated soda solution is added dropwise at room temperature that the aqueous phase remains alkaline. The organic phas...